The task is: describe an organic reaction: reactants, conditions, products, and yield. This data is from the Open Reaction Database (ORD), a public repository of structured organic reaction records. Starting materials: CI, CC(C)=O, NC(=S)Cc1ccc(CN2C(=O)c3cccc(NC(=O)c4ccc(Cl)s4)c3C2=O)cc1. Product: CSC(=N)Cc1ccc(CN2C(=O)c3cccc(NC(=O)c4ccc(Cl)s4)c3C2=O)cc1. As a reaction SMILES: [CH3:32][I:33].[CH3:34][C:35](=[O:36])[CH3:37].[NH2:1][C:2]([CH2:3][c:4]1[cH:5][cH:6][c:7]([CH2:8][N:9]2[C:10](=[O:28])[c:11]3[cH:12][cH:13][cH:14][c:15]([NH:19][C:20](=[O:21])[c:22]4[s:23][c:24]([Cl:27])[cH:25][cH:26]4)[c:16]3[C:17]2=[O:18])[cH:29][cH:30]1)=[S:31]>>[NH:1]=[C:2]([CH2:3][c:4]1[cH:5][cH:6][c:7]([CH2:8][N:9]2[C:10](=[O:28])[c:11]3[cH:12][cH:13][cH:14][c:15]([NH:19][C:20](=[O:21])[c:22]4[s:23][c:24]([Cl:27])[cH:25][cH:26]4)[c:16]3[C:17]2=[O:18])[cH:29][cH:30]1)[S:31][CH3:32]. Reactants: FC1=C(C=CC(=C1)F)C=1C=C(C(N(N1)CC(C)C)=O)CN1C(C=2C(C1=O)=CC=CC2)=O (6-(2,4-difluorophenyl)-2-isobutyl-4-phthalimidomethyl-2H-pyridazin-3-one), C(=O)(O)C=1C(N(N=C(C1)C1=CC(=C(C=C1)OC)F)CC1=CC=C(C=C1)Cl)=O (4-carboxy-2-(4-chlorobenzyl)-6-(3-fluoro-4-methoxyphenyl)-2H-pyridazin-3-one). Yields the product ClC1=CC=C(CN2N=C(C=C(C2=O)CO)C2=CC(=C(C=C2)OC)F)C=C1 (2-(4-chlorobenzyl)-6-(3-fluoro-4-methoxyphenyl)-4-hydroxymethyl-2H-pyridazin-3-one). Isolated yield 20.4%. RXN SMILES: FC1C=C(F)C=CC=1C1C=C(CN2C(=O)C3=CC=CC=C3C2=O)C(=O)N(CC(C)C)N=1.[C:32]([C:35]1[C:36](=[O:58])[N:37]([CH2:50][C:51]2[CH:56]=[CH:55][C:54]([Cl:57])=[CH:53][CH:52]=2)[N:38]=[C:39]([C:41]2[CH:46]=[CH:45][C:44]([O:47][CH3:48])=[C:43]([F:49])[CH:42]=2)[CH:40]=1)(O)=[O:33]>>[Cl:57][C:54]1[CH:53]=[CH:52][C:51]([CH2:50][N:37]2[C:36](=[O:58])[C:35]([CH2:32][OH:33])=[CH:40][C:39]([C:41]3[CH:46]=[CH:45][C:44]([O:47][CH3:48])=[C:43]([F:49])[CH:42]=3)=[N:38]2)=[CH:56][CH:55]=1. Procedure: Following the procedure of Example 1 (8), 4-carboxy-2-(4-chlorobenzyl)-6-(3-fluoro-4-methoxyphenyl)-2H-pyridazin-3-one was reacted to yield the title compound as pale yellow needles (yield: 20.4%). Reactants: CO (methanol), [OH-].[Na+] (sodium hydroxide), COC(C1=CC(=C(C=C1)N[C@H]1[C@@H](CCCC1)C)NC(CC1=CN=CS1)=O)=O (4-((1R,2R)-2-Methyl-cyclohexylamino)-3-(2-thiazol-5-yl-acetylamino)-benzoic acid methyl ester). Run in C1CCOC1 (THF). Product: C[C@H]1[C@@H](CCCC1)N1C(=NC2=C1C=CC(=C2)C(=O)O)CC2=CN=CS2 (1-((1R,2R)-2-Methyl-cyclohexyl)-2-thiazol-5-ylmethyl-1H-benzoimidazole-5-carboxylic acid). Isolated yield 99.7%. Reaction SMILES: C[O:2][C:3](=[O:27])[C:4]1[CH:9]=[CH:8][C:7]([NH:10][C@@H:11]2[CH2:16][CH2:15][CH2:14][CH2:13][C@H:12]2[CH3:17])=[C:6]([NH:18][C:19](=O)[CH2:20][C:21]2[S:25][CH:24]=[N:23][CH:22]=2)[CH:5]=1.CO.[OH-].[Na+]>C1COCC1>[CH3:17][C@@H:12]1[CH2:13][CH2:14][CH2:15][CH2:16][C@H:11]1[N:10]1[C:7]2[CH:8]=[CH:9][C:4]([C:3]([OH:2])=[O:27])=[CH:5][C:6]=2[N:18]=[C:19]1[CH2:20][C:21]1[S:25][CH:24]=[N:23][CH:22]=1 |f:2.3|. Procedure: 0.35 g 4-((1R,2R)-2-Methyl-cyclohexylamino)-3-(2-thiazol-5-yl-acetylamino)-benzoic acid methyl ester was dissolved in 6 ml of THF and 3 ml of methanol and 7 ml of 2 M aqueous sodium hydroxide solution were added at rt for 4 h. The reaction was concentrated and the pH was adjusted to 5 by addition of 2 M aqueous hydrochloric acid, and the mixture was extracted with ethyl acetate twice. The combined organic layers were dried over sodium sulphate and concentrated to afford 0.32 g (95%) of 1-((1R,2R... Starting materials: C1(=CC=CC=C1)CN1C=NC(=C1)C1=CC=C(C=C1)O (4-[1-(phenylmethyl)-1H-imidazol-4-yl]phenol), [BrH+]CC (bromomoethane). Solvent: C(C)#N (acetonitrile). Run at time 2 hour. Yields the product [Br-].OC1=CC=C(C=C1)C=1N(C[NH+](C1)CC1=CC=CC=C1)C (4-(4-hydroxyphenyl)-3-methyl-1-(phenylmethyl)-1H-imidazolium bromide). Reaction SMILES: [C:1]1([CH2:7][N:8]2[CH:12]=[C:11]([C:13]3[CH:18]=[CH:17][C:16]([OH:19])=[CH:15][CH:14]=3)[N:10]=[CH:9]2)[CH:6]=[CH:5][CH:4]=[CH:3][CH:2]=1.[BrH+:20][CH2:21]C>C(#N)C>[Br-:20].[OH:19][C:16]1[CH:15]=[CH:14][C:13]([C:11]2[N:10]([CH3:21])[CH2:9][NH+:8]([CH2:7][C:1]3[CH:2]=[CH:3][CH:4]=[CH:5][CH:6]=3)[CH:12]=2)=[CH:18][CH:17]=1 |f:3.4|. Procedure details: Through a stirred and refluxing mixture of 5.5 parts of 4-[1-(phenylmethyl)-1H-imidazol-4-yl]phenol and 120 parts of acetonitrile, gaseous bromomoethane is bubbled till the solution is clear. Stirring at reflux is continued for 2 hours while gaseous bromomethane is still introduced. The solvent is evaporated and the solid residue is triturated in 2-propanone. The product is filtered off and dried, yielding 7.5 parts of 4-(4-hydroxyphenyl)-3-methyl-1-(phenylmethyl)-1H-imidazolium bromide. Starting materials: BrC1=CC(=C(C=C1)N[C@H](C(=O)O)CC)[N+](=O)[O-] ((2S)-2-[(4-Bromo-2-nitrophenyl)amino]butanoic acid). The reagents and catalysts are [Fe] (iron). Solvent: CO (methanol), C(C)(=O)O (acetic acid). Yields the product BrC1=CC=C2N[C@H](C(NC2=C1)=O)CC ((3S)-7-bromo-3-ethyl-3,4-dihydroquinoxalin-2(1H)-one). Isolated yield 54.4%. Reaction SMILES: [Br:1][C:2]1[CH:7]=[CH:6][C:5]([NH:8][C@@H:9]([CH2:13][CH3:14])[C:10](O)=[O:11])=[C:4]([N+:15]([O-])=O)[CH:3]=1>CO.C(O)(=O)C.[Fe]>[Br:1][C:2]1[CH:3]=[C:4]2[C:5]([NH:8][C@@H:9]([CH2:13][CH3:14])[C:10](=[O:11])[NH:15]2)=[CH:6][CH:7]=1. Procedure: A solution of (2S)-2-[(4-Bromo-2-nitrophenyl)amino]butanoic acid (8.3 g, 27.4 mmol) in methanol (20 mL) and acetic acid (20 mL) was treated with iron filings (5.0 g, 89.5 mmol). The reaction was heated at reflux for 3 h, after which time the reaction was cooled, and filtered. The filtrate was concentrated in vacuo, and the resulting residue was diluted with ethyl acetate, washed with a saturated aqueous solution of sodium bicarbonate, dried over magnesium sulfate, and concentrated in vacuo to yi... Reaction SMILES: [Cl:1][CH2:2][CH2:3][CH2:4][O:5][C:6]1[CH:11]=[CH:10][C:9]([NH2:12])=[CH:8][CH:7]=1.N1C=CC=CC=1.[CH3:19][S:20](Cl)(=[O:22])=[O:21]>C(Cl)Cl>[Cl:1][CH2:2][CH2:3][CH2:4][O:5][C:6]1[CH:11]=[CH:10][C:9]([NH:12][S:20]([CH3:19])(=[O:22])=[O:21])=[CH:8][CH:7]=1. Procedure details: To a cooled (0° C.), stirred solution of 1-chloro-3-(4-aminophenoxy)propane (680 mg, 3.66 mmol) and pyridine (319 mg, 4.03 mmol) in CH2Cl2 (10 mL) was added methanesulfonyl chloride (461 mg, 4.03 mmol). After 18 hours, the mixture was washed with 1N HCl and brine, dried (MgSO4), and concentrated to give 865 mg (90%) of product as an off-white solid m.p. 120°-122° C. Conditions: temperature 0 celsius, time 18 hour. The reactants are ClCCCOC1=CC=C(C=C1)N (1-chloro-3-(4-aminophenoxy)propane), N1=CC=CC=C1 (pyridine), CS(=O)(=O)Cl (methanesulfonyl chloride). Isolated yield 89.6%. Yields the product ClCCCOC1=CC=C(C=C1)NS(=O)(=O)C (N-[4-(3-Chloro-1-propyloxy)phenyl]methanesulfonamide). Solvent: C(Cl)Cl (CH2Cl2). Reactants: CCN=C=NCCCN(C)C, c1ccc2c(c1)CCCN2, ClCCl, COC1=C(OC)C(=O)C(Cc2ccc(Oc3ccccc3)c(C(=O)O)c2)=C(C)C1=O, Cl, O. Product: COC1=C(OC)C(=O)C(Cc2ccc(Oc3ccccc3)c(C(=O)N3CCCc4ccccc43)c2)=C(C)C1=O. RXN SMILES: [CH2:12]([N:13]=[C:14]=[N:15][CH2:16][CH2:17][CH2:18][N:19]([CH3:20])[CH3:21])[CH3:22].[CH2:1]1[CH2:2][NH:3][c:4]2[cH:5][cH:6][cH:7][cH:8][c:9]2[CH2:10]1.[CH2:23]([Cl:24])[Cl:25].[CH3:26][O:27][C:28]1=[C:33]([O:34][CH3:35])[C:32](=[O:36])[C:31]([CH2:37][c:38]2[cH:39][cH:40][c:41]([O:47][c:48]3[cH:49][cH:50][cH:51][cH:52][cH:53]3)[c:42]([C:43](=[O:44])[OH:45])[cH:46]2)=[C:30]([CH3:54])[C:29]1=[O:55].[ClH:11].[OH2:56]>>[CH2:1]1[CH2:2][N:3]([C:43]([c:42]2[c:41]([O:47][c:48]3[cH:49][cH:50][cH:51][cH:52][cH:53]3)[cH:40][cH:39][c:38]([CH2:37][C:31]3=[C:30]([CH3:54])[C:29](=[O:55])[C:28]([O:27][CH3:26])=[C:33]([O:34][CH3:35])[C:32]3=[O:36])[cH:46]2)=[O:44])[c:4]2[cH:5][cH:6][cH:7][cH:8][c:9]2[CH2:10]1. The reactants are N(=[N+]=[N-])CCOCC=1NC(=C(C(C1C(=O)OCC)C1=C(C=CC=C1)Cl)C(=O)OC)C (2-(2-azidoethoxymethyl)-4-(2-chlorophenyl)-3-ethoxycarbonyl-5-methoxycarbonyl-6-methyl-1,4-dihydropyridine), C(C)O (ethanol), [H][H] (hydrogen). Reagents/catalysts: [Pd] (palladium on calcium carbonate). Reaction conditions: time 2 hour. Yields the product C(\C=C/C(=O)O)(=O)O.NCCOCC=1NC(=C(C(C1C(=O)OCC)C1=C(C=CC=C1)Cl)C(=O)OC)C (2-[(2-aminoethoxy)methyl]-4-(2-chlorophenyl)-3-ethoxycarbonyl-5-methoxycarbonyl-6-methyl-1,4-dihydropyridine maleate). As a reaction SMILES: [N:1]([CH2:4][CH2:5][O:6][CH2:7][C:8]1[NH:9][C:10]([CH3:30])=[C:11]([C:26]([O:28][CH3:29])=[O:27])[CH:12]([C:19]2[CH:24]=[CH:23][CH:22]=[CH:21][C:20]=2[Cl:25])[C:13]=1[C:14]([O:16][CH2:17][CH3:18])=[O:15])=[N+]=[N-].[H][H].C([OH:35])C>[Pd]>[C:7]([OH:6])(=[O:35])/[CH:8]=[CH:13]\[C:14]([OH:16])=[O:15].[NH2:1][CH2:4][CH2:5][O:6][CH2:7][C:8]1[NH:9][C:10]([CH3:30])=[C:11]([C:26]([O:28][CH3:29])=[O:27])[CH:12]([C:19]2[CH:24]=[CH:23][CH:22]=[CH:21][C:20]=2[Cl:25])[C:13]=1[C:14]([O:16][CH2:17][CH3:18])=[O:15] |f:4.5|. Procedure: A suspension of 2-(2-azidoethoxymethyl)-4-(2-chlorophenyl)-3-ethoxycarbonyl-5-methoxycarbonyl-6-methyl-1,4-dihydropyridine (103 g) in ethanol (2.5 l) was stirred for 16 hours at room temperature under one atmosphere of hydrogen in the presence of 5% palladium on calcium carbonate (40 g). The reaction mixture was filtered and evaporated and the residue treated with a solution of maleic acid (22 g) in ethanol (100 ml). The reaction mixture was stirred at room temperature for 2 hours and then the r...